Dataset: the Open Reaction Database (ORD), a public repository of structured organic reaction records. Task: describe an organic reaction: reactants, conditions, products, and yield Reactants: C(C1=CC=CC=C1)(=O)N=C=O (benzoyl isocyanate), ClC1=CC=2C3=C(C=[N+](C2C=C1)[O-])N=CN3C3=C(C=CC=C3)Cl (8-Chloro-1-(2-chloro-phenyl)-1H-imidazo[4,5-c]quinoline 5-oxide). Solvent: C(Cl)Cl (CH2Cl2), C(Cl)Cl (CH2Cl2). The product is ClC1=CC=2C3=C(C(=NC2C=C1)NC(C1=CC=CC=C1)=O)N=CN3C3=C(C=CC=C3)Cl (N-[8-Chloro-1-(2-chloro-phenyl)-1H-imidazo[4,5-c]quinolin-4-yl]-benzamide). As a reaction SMILES: [C:1]([N:9]=[C:10]=O)(=[O:8])[C:2]1[CH:7]=[CH:6][CH:5]=[CH:4][CH:3]=1.[Cl:12][C:13]1[CH:22]=[CH:21][C:20]2[N+:19]([O-])=C[C:17]3[N:24]=[CH:25][N:26]([C:27]4[CH:32]=[CH:31][CH:30]=[CH:29][C:28]=4[Cl:33])[C:16]=3[C:15]=2[CH:14]=1>C(Cl)Cl>[Cl:12][C:13]1[CH:22]=[CH:21][C:20]2[N:19]=[C:10]([NH:9][C:1](=[O:8])[C:2]3[CH:7]=[CH:6][CH:5]=[CH:4][CH:3]=3)[C:17]3[N:24]=[CH:25][N:26]([C:27]4[CH:32]=[CH:31][CH:30]=[CH:29][C:28]=4[Cl:33])[C:16]=3[C:15]=2[CH:14]=1. Procedure: A solution of 0.644 g (3.939 mmol) benzoyl isocyanate in 10 ml CH2Cl2 is added within 10 min to 1 g (3.029 mmol) of 8-chloro-1-(2-chloro-phenyl)-1H-imidazo[4,5-c]quinoline 5-oxide (Example 71) in 10 ml CH2Cl2. The reaction mixture is heated and kept under reflux for 7 h. The solvent is evaporated, and the residue is purified by chromatography (CH2Cl2-methanol 97.5:2.5). The compound is crystallized from ethyl acetate-hexane. mp: 255-258° C.; MS: 433 (M++1); HPLC: tret=10.91 min (Grad 1). Starting materials: FC1=C(C=O)C=CC(=C1)F (2,4-difluorobenzaldehyde), FC1=C(C=O)C=CC(=C1)F (2,4-difluorobenzaldehyde), CC(C)(C)[S@](=O)N ((S)-2-methylpropane-2-sulfinamide), CC1=CC=C(C=C1)S(=O)(=O)[O-].C1=CC=[NH+]C=C1 (PPTS). The reagents and catalysts are [O-]S(=O)(=O)[O-].[Cu+2] (CuSO4). Run in ClCCl (dichloromethane). Conditions: temperature 37 celsius, time 8 hour. Product: FC1=C(\C=N\[S@@](=O)C(C)(C)C)C=CC(=C1)F ((S,E)-N-(2,4-difluorobenzylidene)-2-methylpropane-2-sulfinamide). Isolated yield 91.0%. Reaction SMILES: [F:1][C:2]1[CH:9]=[C:8]([F:10])[CH:7]=[CH:6][C:3]=1[CH:4]=O.[CH3:11][C:12]([S@@:15]([NH2:17])=[O:16])([CH3:14])[CH3:13].CC1C=CC(S([O-])(=O)=O)=CC=1.C1C=C[NH+]=CC=1>ClCCl.[O-]S([O-])(=O)=O.[Cu+2]>[F:1][C:2]1[CH:9]=[C:8]([F:10])[CH:7]=[CH:6][C:3]=1/[CH:4]=[N:17]/[S@:15]([C:12]([CH3:14])([CH3:13])[CH3:11])=[O:16] |f:2.3,5.6|. Procedure: 2,4-difluorobenzaldehyde, 20-a, (10 g, 70.4 mmol) in dichloromethane (300 ml) were added (S)-2-methylpropane-2-sulfinamide (8.5 g, 70.4 mmol), PPTS (1.85 g, 7.4 mmol) and anhydrous CuSO4 (22.5 g, 0.14 mol) and the resulting mixture was stirred at 37° C. overnight. The mixture was then filtrated and the filtrate was concentrated under vacuum. The residue was purified by column chromatography (petroleum ether/ethyl acetate=8/1) to provide the product, 21-a, (15.77 g, 91%). Reactants: CCO, Oc1cc(F)cc2c1ccn2-c1ccc(OCc2ccccc2)cc1. Yields the product Oc1ccc(-n2ccc3c(O)cc(F)cc32)cc1. RXN SMILES: [CH3:26][CH2:27][OH:28].[F:1][c:2]1[cH:3][c:4]([OH:25])[c:5]2[cH:6][cH:7][n:8](-[c:11]3[cH:12][cH:13][c:14]([O:17][CH2:18][c:19]4[cH:20][cH:21][cH:22][cH:23][cH:24]4)[cH:15][cH:16]3)[c:9]2[cH:10]1>>[F:1][c:2]1[cH:3][c:4]([OH:25])[c:5]2[cH:6][cH:7][n:8](-[c:11]3[cH:12][cH:13][c:14]([OH:17])[cH:15][cH:16]3)[c:9]2[cH:10]1. The reactants are CCOC(C)=O, O=c1[nH]c2ccccc2cc1-c1c(Cl)ccc([N+](=O)[O-])c1Cl, CN(C)C=O. The product is Cn1c(=O)c(-c2c(Cl)ccc([N+](=O)[O-])c2Cl)cc2ccccc21. Reaction SMILES: [CH3:28][CH2:29][O:30][C:31]([CH3:32])=[O:33].[Cl:1][c:2]1[c:3](-[c:12]2[c:13](=[O:22])[nH:14][c:15]3[cH:16][cH:17][cH:18][cH:19][c:20]3[cH:21]2)[c:4]([Cl:11])[cH:5][cH:6][c:7]1[N+:8](=[O:9])[O-:10].[O:23]=[CH:24][N:25]([CH3:26])[CH3:27]>>[Cl:1][c:2]1[c:3](-[c:12]2[c:13](=[O:22])[n:14]([CH3:24])[c:15]3[cH:16][cH:17][cH:18][cH:19][c:20]3[cH:21]2)[c:4]([Cl:11])[cH:5][cH:6][c:7]1[N+:8](=[O:9])[O-:10]. Reactants: CC(Br)CBr, CC(C)=O. The product is CC(Br)CBr, CC1CO1. Reaction SMILES: [Br:1][CH2:2][CH:3]([CH3:4])[Br:5].[CH3:6][C:7]([CH3:8])=[O:9]>>[Br:1][CH2:2][CH:3]([CH3:4])[Br:5].[CH2:6]1[CH:7]([CH3:8])[O:9]1.